From a dataset of the Open Reaction Database (ORD), a public repository of structured organic reaction records. describe an organic reaction: reactants, conditions, products, and yield The reactants are CC1=CC=C(C(=O)NC=2C(=C(SC2)C2=CC=C(C=C2)C)C(=O)OC)C=C1 (Methyl 4-(4-methylbenzamido)-2-p-tolylthiophene-3-carboxylate), [OH-].[Li+] (lithium hydroxide). The solvent is O1CCCC1.CO.O (tetrahydrofuran methanol water), CN(C)C=O (DMF). The product is CC1=CC=C(C(=O)NC=2C(=C(SC2)C2=CC=C(C=C2)C)C(=O)O)C=C1 (4-(4-methylbenzamido)-2-p-tolylthiophene-3-carboxylic acid). As a reaction SMILES: [CH3:1][C:2]1[CH:26]=[CH:25][C:5]([C:6]([NH:8][C:9]2[C:10]([C:21]([O:23]C)=[O:22])=[C:11]([C:14]3[CH:19]=[CH:18][C:17]([CH3:20])=[CH:16][CH:15]=3)[S:12][CH:13]=2)=[O:7])=[CH:4][CH:3]=1.[OH-].[Li+]>O1CCCC1.CO.O.CN(C=O)C>[CH3:1][C:2]1[CH:26]=[CH:25][C:5]([C:6]([NH:8][C:9]2[C:10]([C:21]([OH:23])=[O:22])=[C:11]([C:14]3[CH:19]=[CH:18][C:17]([CH3:20])=[CH:16][CH:15]=3)[S:12][CH:13]=2)=[O:7])=[CH:4][CH:3]=1 |f:1.2,3.4.5|. Procedure: The ester 180 and lithium hydroxide in tetrahydrofuran: methanol:water (3:2:1) is stirred at room temperature for 4 h. The mixture is diluted with DMF and purified by HPLC to provide 181. The product is O=C(Nc1cccnn1)N1CCN(c2cc(-c3ccccc3)ccn2)CC1. RXN SMILES: [CH3:43][S:44]([CH3:45])=[O:46].[CH:34]([N:35]([CH:36]([CH3:37])[CH3:38])[CH2:39][CH3:40])([CH3:41])[CH3:42].[OH2:47].[c:16]1(-[c:22]2[cH:23][c:24]([N:28]3[CH2:29][CH2:30][NH:31][CH2:32][CH2:33]3)[n:25][cH:26][cH:27]2)[cH:17][cH:18][cH:19][cH:20][cH:21]1.[n:1]1[n:2][c:3]([NH:7][C:8]([O:9][CH2:10][C:11]([Cl:12])([Cl:13])[Cl:14])=[O:15])[cH:4][cH:5][cH:6]1>>[n:1]1[n:2][c:3]([NH:7][C:8](=[O:15])[N:31]2[CH2:30][CH2:29][N:28]([c:24]3[cH:23][c:22](-[c:16]4[cH:17][cH:18][cH:19][cH:20][cH:21]4)[cH:27][cH:26][n:25]3)[CH2:33][CH2:32]2)[cH:4][cH:5][cH:6]1. Reactants: CS(C)=O, CCN(C(C)C)C(C)C, O, c1ccc(-c2ccnc(N3CCNCC3)c2)cc1, O=C(Nc1cccnn1)OCC(Cl)(Cl)Cl.